From a dataset of the Open Reaction Database (ORD), a public repository of structured organic reaction records. describe an organic reaction: reactants, conditions, products, and yield Starting materials: COC(=O)C(CCCO)NC(=O)C(Cc1ccccc1)NC(=O)OCc1ccccc1, Cc1ccc(S(=O)(=O)O)cc1, c1ccccc1. Yields the product O=C(NC(Cc1ccccc1)C(=O)NC1CCCOC1=O)OCc1ccccc1. Reaction SMILES: [CH2:1]([c:2]1[cH:3][cH:4][cH:5][cH:6][cH:7]1)[O:8][C:9](=[O:10])[NH:11][CH:12]([CH2:13][c:14]1[cH:15][cH:16][cH:17][cH:18][cH:19]1)[C:20](=[O:21])[NH:22][CH:23]([C:24](=[O:25])[O:26][CH3:27])[CH2:28][CH2:29][CH2:30][OH:31].[c:32]1([CH3:33])[cH:34][cH:35][c:36]([S:37]([OH:38])(=[O:39])=[O:40])[cH:41][cH:42]1.[cH:43]1[cH:44][cH:45][cH:46][cH:47][cH:48]1>>[CH2:1]([c:2]1[cH:3][cH:4][cH:5][cH:6][cH:7]1)[O:8][C:9](=[O:10])[NH:11][CH:12]([CH2:13][c:14]1[cH:15][cH:16][cH:17][cH:18][cH:19]1)[C:20](=[O:21])[NH:22][CH:23]1[C:24](=[O:25])[O:31][CH2:30][CH2:29][CH2:28]1. The reactants are CC1=NOC(=C1C1=CC=C2C=3N([C@H](COC31)C3=NC=CC=C3)C(N2)=O)C ((4S)-7-(3,5-dimethylisoxazol-4-yl)-4-pyridin-2-yl-4,5-dihydroimidazo[1,5,4-de][1,4]benzoxazin-2(1H)-one), BrN1C(CCC1=O)=O (N-bromosuccinimide), BrN1C(CCC1=O)=O (N-bromosuccinimide). Run in C(C)(=O)OCC (ethyl acetate), O1CCCC1 (tetrahydrofuran). Conditions: time 1 hour. Yields the product BrC=1C=C(C2=C3N([C@H](CO2)C2=NC=CC=C2)C(NC13)=O)C=1C(=NOC1C)C ((4S)-9-Bromo-7-(3,5-dimethylisoxazol-4-yl)-4-pyridin-2-yl-4,5-dihydroimidazo[1,5,4-de][1,4]benzoxazin-2(1H)-one). Yield: 97.8%. RXN SMILES: [CH3:1][C:2]1[C:6]([C:7]2[C:16]3[O:15][CH2:14][C@H:13]([C:17]4[CH:22]=[CH:21][CH:20]=[CH:19][N:18]=4)[N:12]4[C:23](=[O:25])[NH:24][C:10]([C:11]=34)=[CH:9][CH:8]=2)=[C:5]([CH3:26])[O:4][N:3]=1.[Br:27]N1C(=O)CCC1=O>O1CCCC1.C(OCC)(=O)C>[Br:27][C:9]1[CH:8]=[C:7]([C:6]2[C:2]([CH3:1])=[N:3][O:4][C:5]=2[CH3:26])[C:16]2[O:15][CH2:14][C@H:13]([C:17]3[CH:22]=[CH:21][CH:20]=[CH:19][N:18]=3)[N:12]3[C:23](=[O:25])[NH:24][C:10]=1[C:11]=23. Procedure details: A solution of (4S)-7-(3,5-dimethylisoxazol-4-yl)-4-pyridin-2-yl-4,5-dihydroimidazo[1,5,4-de][1,4]benzoxazin-2(1H)-one (2.50 g, 7.18 mmol) in tetrahydrofuran (47 mL) was treated with N-bromosuccinimide (1.40 g, 7.89 mmol) and stirred at room temperature for 1 h, at which time the reaction mixture was treated with additional N-bromosuccinimide (0.70 g, 3.93 mmol) and stirred at 45° C. for 3 h. The reaction mixture was diluted with ethyl acetate and washed with water and brine, dried over magnesium... Starting materials: [Cr](=O)(=O)([O-])Cl.[NH+]1=CC=CC=C1 (pyridinium chlorochromate), C(C)C1C(CCCC1)O (2-ethylcyclohexanol). Solvent: C(Cl)Cl (CH2Cl2). Conditions: time 1 hour. Product: C(C)C1C(CCCC1)=O (2-Ethyl-cyclohexanone). Yield: 76.9%. Reaction SMILES: [Cr](Cl)([O-])(=O)=O.[NH+]1C=CC=CC=1.[CH2:12]([CH:14]1[CH2:19][CH2:18][CH2:17][CH2:16][CH:15]1[OH:20])[CH3:13]>C(Cl)Cl>[CH2:12]([CH:14]1[CH2:19][CH2:18][CH2:17][CH2:16][C:15]1=[O:20])[CH3:13] |f:0.1|. Procedure details: Celite (25 g) and pyridinium chlorochromate (PCC, 25 g, 1.5 eq, 0.12 moles) were added consecutively to a solution of commercially available 2-ethylcyclohexanol (10 g, 78 mmol) in 300 mL CH2Cl2. The resulting reaction mixture was stirred at room temperature for 1 hour after which it was filtered and concentrated on the rotary evaporator. The residue was purified by column chromatography using EtOAc/hex (1:2) as eluant to give 7.57 g (77%) of the title ketone. Spectroscopic data: 1H NMR (CDCl3, 3... Reactants: CCO, CNC(=O)c1c(Cl)sc(Cl)c1[N+](=O)[O-], [H][H]. Product: CNC(=O)c1c(Cl)sc(Cl)c1N. RXN SMILES: [CH3:17][CH2:18][OH:19].[CH3:1][NH:2][C:3](=[O:4])[c:5]1[c:6]([Cl:14])[s:7][c:8]([Cl:13])[c:9]1[N+:10]([O-:11])=[O:12].[H:15][H:16]>>[CH3:1][NH:2][C:3](=[O:4])[c:5]1[c:6]([Cl:14])[s:7][c:8]([Cl:13])[c:9]1[NH2:10].